Dataset: the Open Reaction Database (ORD), a public repository of structured organic reaction records. Task: describe an organic reaction: reactants, conditions, products, and yield The reactants are NC1=CC=C(C=N1)CO (6-amino-3-pyridinemethanol), BrCC(C(=O)OCC)=O (ethyl bromopyruvate). Run in COCCOC (DME). Conditions: time 20 minute. Product: OCC=1C=CC=2N(C1)C=C(N2)C(=O)OCC (Ethyl 6-(hydroxymethyl)imidazo[1,2-a]pyridine-2-carboxylate). The yield is 75.0%. Reaction SMILES: [NH2:1][C:2]1[N:7]=[CH:6][C:5]([CH2:8][OH:9])=[CH:4][CH:3]=1.Br[CH2:11][C:12](=O)[C:13]([O:15][CH2:16][CH3:17])=[O:14]>COCCOC>[OH:9][CH2:8][C:5]1[CH:4]=[CH:3][C:2]2[N:7]([CH:11]=[C:12]([C:13]([O:15][CH2:16][CH3:17])=[O:14])[N:1]=2)[CH:6]=1. Procedure details: To a 100 mL flask under a N2 atmosphere were added DME (35 mL) and the product from Example 9 (0.60 g, 4.8 mmol). After stirring for 20 min, ethyl bromopyruvate (1.03 g, 5.3 mmol) was added and the reaction was allowed to stir at room temperature for 16 h. The resulting precipitate was filtered and washed once with Et2O. The solid was suspended in abs EtOH (35 mL) and heated to reflux for 2 h. The resulting solution was cooled to room temperature and all solvent removed in vacuo. Aqueous K2CO3 w... Reactants: CCO, Cl, CC1C=Cc2c(ccc(F)c2CO)N1. Yields the product CC1CCc2c(ccc(F)c2CO)N1. Reaction SMILES: [CH3:15][CH2:16][OH:17].[ClH:18].[F:1][c:2]1[c:3]([CH2:13][OH:14])[c:4]2[c:9]([cH:10][cH:11]1)[NH:8][CH:7]([CH3:12])[CH:6]=[CH:5]2>>[F:1][c:2]1[c:3]([CH2:13][OH:14])[c:4]2[c:9]([cH:10][cH:11]1)[NH:8][CH:7]([CH3:12])[CH2:6][CH2:5]2. The reactants are NC1=NNC2=CC=CC(=C12)C1=CC=C(C=C1)CC(=O)O ([4-(3-amino-1H-indazol-4-yl)phenyl]acetic Acid), C(C)(C)N(CC)C(C)C (diisopropylethylamine), CN(C)C(=[N+](C)C)ON1C2=C(C=CC=C2)N=N1.[B-](F)(F)(F)F (TBTU), NC1=CC=CC=C1 (aniline). The solvent is C1CCOC1 (THF). Product: NC1=NNC2=CC=CC(=C12)C1=CC=C(C=C1)CC(=O)NC1=CC=CC=C1 (2-[4-(3-amino-1H-indazol-4-yl)phenyl]-N-phenylacetamide). The yield is 29.3%. Reaction SMILES: [NH2:1][C:2]1[C:10]2[C:5](=[CH:6][CH:7]=[CH:8][C:9]=2[C:11]2[CH:16]=[CH:15][C:14]([CH2:17][C:18](O)=[O:19])=[CH:13][CH:12]=2)[NH:4][N:3]=1.C(N(C(C)C)CC)(C)C.CN(C(O[N:38]1N=N[C:40]2[CH:41]=[CH:42][CH:43]=[CH:44][C:39]1=2)=[N+](C)C)C.[B-](F)(F)(F)F.NC1C=CC=CC=1>C1COCC1>[NH2:1][C:2]1[C:10]2[C:5](=[CH:6][CH:7]=[CH:8][C:9]=2[C:11]2[CH:12]=[CH:13][C:14]([CH2:17][C:18]([NH:38][C:39]3[CH:44]=[CH:43][CH:42]=[CH:41][CH:40]=3)=[O:19])=[CH:15][CH:16]=2)[NH:4][N:3]=1 |f:2.3|. Procedure: A mixture of Example 53B (40 mg, 015 mmol), diisopropylethylamine (0.078 mL, 0.45 mmol), TBTU (57 mg, 0.18 mmol), and aniline in THF (1 mL) was stirred for 18 hours at room temperature and concentrated. The residue was purified by preparative HPLC using the conditions described in Example 15H to provide 15 mg of the desired product as the trifluoroacetate salt. MS (ESI(+)) m/e 343 (M+H)+; 1H NMR (300 MHz, DMSO-d6) δ 3.74 (s, 2H), 6.84 (dd, J=5.09, 3.05 Hz, 1H), 7.02-7.07 (m, 1H), 7.28-7.33 (m, 4... The reactants are CCCCCC=CC=CC(=O)OCC, CO. Product: CCCCCC=CC=CC(=O)OC. Reaction SMILES: [C:1]([CH:2]=[CH:3][CH:4]=[CH:5][CH2:6][CH2:7][CH2:8][CH2:9][CH3:10])(=[O:11])[O:12][CH2:13][CH3:14].[CH3:15][OH:16]>>[C:1]([CH:2]=[CH:3][CH:4]=[CH:5][CH2:6][CH2:7][CH2:8][CH2:9][CH3:10])(=[O:11])[O:12][CH3:13].